From a dataset of the Open Reaction Database (ORD), a public repository of structured organic reaction records. describe an organic reaction: reactants, conditions, products, and yield The reactants are CO, COC(=O)c1cc2c([nH]1)CCC2c1cccc(F)c1, [Li+], [OH-]. The product is O=C(O)c1cc2c([nH]1)CCC2c1cccc(F)c1. As a reaction SMILES: [CH3:22][OH:23].[F:1][c:2]1[cH:3][c:4]([CH:8]2[CH2:9][CH2:10][c:11]3[nH:12][c:13]([C:16](=[O:17])[O:18][CH3:19])[cH:14][c:15]32)[cH:5][cH:6][cH:7]1.[Li+:20].[OH-:21]>>[F:1][c:2]1[cH:3][c:4]([CH:8]2[CH2:9][CH2:10][c:11]3[nH:12][c:13]([C:16](=[O:17])[OH:18])[cH:14][c:15]32)[cH:5][cH:6][cH:7]1. The product is COC(=O)c1ccc(-c2ccncc2)cc1. RXN SMILES: [CH3:21][OH:22].[Na+:20].[S:1]([Cl:2])([Cl:3])=[O:4].[n:5]1[cH:6][cH:7][c:8](-[c:11]2[cH:12][cH:13][c:14]([C:15](=[O:16])[O-:17])[cH:18][cH:19]2)[cH:9][cH:10]1>>[n:5]1[cH:6][cH:7][c:8](-[c:11]2[cH:12][cH:13][c:14]([C:15](=[O:16])[O:17][CH3:21])[cH:18][cH:19]2)[cH:9][cH:10]1. The reactants are CO, [Na+], O=S(Cl)Cl, O=C([O-])c1ccc(-c2ccncc2)cc1. The reactants are ClC1=NC=C(C(=N1)N[C@H]1[C@H]([C@@H]2C=C[C@H]1C2)C(=O)N)C(F)(F)F ((1S,2S,3R,4R)-3-(2-Chloro-5-trifluoromethylpyrimidin-4-ylamino)-bicyclo[2.2.1]hept-5-ene-2-carboxylic acid amide), N1(CCOCC1)C1CCC2=C(CC1)C=C(C=C2)N (7-morpholin-4-yl-6,7,8,9-tetrahydro-5H-benzocyclohepten-2-ylamine). Product: N1(CCOCC1)C1CCC2=C(CC1)C=C(C=C2)NC2=NC=C(C(=N2)N[C@H]2[C@H]([C@@H]1C=C[C@H]2C1)C(=O)N)C(F)(F)F ((1S,2S,3R,4R)-3-[2-(7-Morpholin-4-yl-6,7,8,9-tetrahydro-5H-benzocyclohepten-2-ylamino)-5-trifluoromethyl-pyrimidin-4-ylamino]-bicyclo[2.2.1]hept-5-ene-2-carboxylic acid amide), solid. The yield is 60.0%. RXN SMILES: Cl[C:2]1[N:7]=[C:6]([NH:8][C@@H:9]2[C@@H:14]3[CH2:15][C@@H:11]([CH:12]=[CH:13]3)[C@@H:10]2[C:16]([NH2:18])=[O:17])[C:5]([C:19]([F:22])([F:21])[F:20])=[CH:4][N:3]=1.[N:23]1([CH:29]2[CH2:35][CH2:34][C:33]3[CH:36]=[C:37]([NH2:40])[CH:38]=[CH:39][C:32]=3[CH2:31][CH2:30]2)[CH2:28][CH2:27][O:26][CH2:25][CH2:24]1>>[N:23]1([CH:29]2[CH2:35][CH2:34][C:33]3[CH:36]=[C:37]([NH:40][C:2]4[N:7]=[C:6]([NH:8][C@@H:9]5[C@@H:14]6[CH2:15][C@@H:11]([CH:12]=[CH:13]6)[C@@H:10]5[C:16]([NH2:18])=[O:17])[C:5]([C:19]([F:22])([F:21])[F:20])=[CH:4][N:3]=4)[CH:38]=[CH:39][C:32]=3[CH2:31][CH2:30]2)[CH2:28][CH2:27][O:26][CH2:25][CH2:24]1. Reported procedure: The title compound was prepared from (1S,2S,3R,4R)-3-(2-Chloro-5-trifluoromethylpyrimidin-4-ylamino)-bicyclo[2.2.1]hept-5-ene-2-carboxylic acid amide and 7-morpholin-4-yl-6,7,8,9-tetrahydro-5H-benzocyclohepten-2-ylamine in an analogous manner to Example 933 to afford a white solid (41 mg, 60%). Mp: 196-9° C. LCMS (m/e) 543 (M+1); 1H-NMR (CDCl3, 400 MHz) δ 8.15 (s, 1H), 7.50 (m, 1H), 7.30 (m, 1H), 7.19-7.06 (m, 3H), 6.34 (m, 2H), 5.57 (br s, 1H), 5.51 (br s, 1H), 4.49 (m, 1H), 3.72 (m, 4H), 3.07 ... Reactants: C(C)O (ethanol), C1(CCCCC1)C1=NN(C=2N=C(NC(C21)=O)C2=C(C=C(C=C2)N2CCC(CC2)=O)OC)C (3-Cyclohexyl-6-[2-methoxy-4-(4-oxo-1-piperidinyl)phenyl]-1-methyl-1,5-dihydro-4H-pyrazolo[3,4-d]pyrimidin-4-one), [BH4-].[Na+] (sodium borohydride). The solvent is CC(=O)C (acetone). Run at time 1.5 hour. The product is C1(CCCCC1)C1=NN(C=2N=C(NC(C21)=O)C2=C(C=C(C=C2)N2CCC(CC2)O)OC)C (3-Cyclohexyl-6-[4-(4-hydroxy-1-piperidinyl)-2-methoxyphenyl]-1-methyl-1,5-dihydro-4H-pyrazolo[3,4-d]pyrimidin-4-one). Yield: 77.4%. RXN SMILES: C(O)C.[CH:4]1([C:10]2[C:18]3[C:17](=[O:19])[NH:16][C:15]([C:20]4[CH:25]=[CH:24][C:23]([N:26]5[CH2:31][CH2:30][C:29](=[O:32])[CH2:28][CH2:27]5)=[CH:22][C:21]=4[O:33][CH3:34])=[N:14][C:13]=3[N:12]([CH3:35])[N:11]=2)[CH2:9][CH2:8][CH2:7][CH2:6][CH2:5]1.[BH4-].[Na+]>CC(C)=O>[CH:4]1([C:10]2[C:18]3[C:17](=[O:19])[NH:16][C:15]([C:20]4[CH:25]=[CH:24][C:23]([N:26]5[CH2:31][CH2:30][CH:29]([OH:32])[CH2:28][CH2:27]5)=[CH:22][C:21]=4[O:33][CH3:34])=[N:14][C:13]=3[N:12]([CH3:35])[N:11]=2)[CH2:5][CH2:6][CH2:7][CH2:8][CH2:9]1 |f:2.3|. Procedure details: To a 30 ml ethanol suspension of 780 mg (1.79 mmol) of the compound obtained in Example 30, 81 mg (2.15 mmol) of sodium borohydride was added, and the mixture was stirred at room temperature for 1.5 hours. Then, acetone was added to the reaction mixture, and the mixture was concentrated under reduced pressure. Water was added to the residue, and the mixture was extracted with methylene chloride. The organic layer was washed with water and a saturated aqueous solution of sodium chloride in this o... Procedure details: N-iodo succinimide (35 mg. 0.157 mmol) was dissolved in 3 mL of DMF, and (R)-1-[6-(2,4-Difluoro-phenoxy)-1H-pyrazolo[3,4-d]pyrimidin-4-ylamino]-propan-2-ol (42 mg, 0.131 mmol) was added. The reaction mixture was heated to 80° C. for two hours, after which an additional 35 mg of N-iodo succinimide was added. After heating for two more hours at 80° C., an additional 35 mg of N-iodo succinimide was added. The reaction mixture was heated at 80° C. for 5 more hours, then was cooled to room temperatur... The yield is 109.3%. The product is FC1=C(OC2=NC(=C3C(=N2)NN=C3I)NCC(C)O)C=CC(=C1)F (1-[6-(2,4-Difluoro-phenoxy)-3-iodo-1H-pyrazolo[3,4-d]pyrimidin-4-ylamino]-propan-2-ol). Solvent: CN(C)C=O (DMF). Starting materials: IN1C(CCC1=O)=O (N-iodo succinimide), IN1C(CCC1=O)=O (N-iodo succinimide), IN1C(CCC1=O)=O (N-iodo succinimide), FC1=C(OC2=NC(=C3C(=N2)NN=C3)NC[C@@H](C)O)C=CC(=C1)F ((R)-1-[6-(2,4-Difluoro-phenoxy)-1H-pyrazolo[3,4-d]pyrimidin-4-ylamino]-propan-2-ol). Conditions: temperature 80 celsius. RXN SMILES: [I:1]N1C(=O)CCC1=O.[F:9][C:10]1[CH:30]=[C:29]([F:31])[CH:28]=[CH:27][C:11]=1[O:12][C:13]1[N:18]=[C:17]2[NH:19][N:20]=[CH:21][C:16]2=[C:15]([NH:22][CH2:23][C@H:24]([OH:26])[CH3:25])[N:14]=1>CN(C=O)C>[F:9][C:10]1[CH:30]=[C:29]([F:31])[CH:28]=[CH:27][C:11]=1[O:12][C:13]1[N:18]=[C:17]2[NH:19][N:20]=[C:21]([I:1])[C:16]2=[C:15]([NH:22][CH2:23][CH:24]([OH:26])[CH3:25])[N:14]=1. Reactants: ClC=1C=C(CN2CCN(CC2)C2=C(C=CC=C2)N)C=CC1Cl (2-[4-(3,4-dichlorobenzyl)-piperazin-1-yl]-phenylamine), S1C(=CC=C1)CC(=O)Cl (2-thiopheneacetyl chloride). The solvent is C(C)N(CC)CC (triethylamine), ClCCl (dichloromethane). The product is ClC=1C=C(CN2CCN(CC2)C2=C(C=CC=C2)NC(CC=2SC=CC2)=O)C=CC1Cl (N-{2-[4-(3,4-dichloro-benzyl)-piperazin-1-yl]-phenyl}-2-thiophen-2-yl-acetamide). Reaction SMILES: [Cl:1][C:2]1[CH:3]=[C:4]([CH:19]=[CH:20][C:21]=1[Cl:22])[CH2:5][N:6]1[CH2:11][CH2:10][N:9]([C:12]2[CH:17]=[CH:16][CH:15]=[CH:14][C:13]=2[NH2:18])[CH2:8][CH2:7]1.[S:23]1[CH:27]=[CH:26][CH:25]=[C:24]1[CH2:28][C:29](Cl)=[O:30]>C(N(CC)CC)C.ClCCl>[Cl:1][C:2]1[CH:3]=[C:4]([CH:19]=[CH:20][C:21]=1[Cl:22])[CH2:5][N:6]1[CH2:7][CH2:8][N:9]([C:12]2[CH:17]=[CH:16][CH:15]=[CH:14][C:13]=2[NH:18][C:29](=[O:30])[CH2:28][C:24]2[S:23][CH:27]=[CH:26][CH:25]=2)[CH2:10][CH2:11]1. Reported procedure: 2-[4-(3,4-dichlorobenzyl)-piperazin-1-yl]-phenylamine (45 mg) was dissolved in a solution of triethylamine in dichloromethane (3 mL, 0.29 M in triethylamine). This solution was added to a test tube containing 2-thiopheneacetyl chloride (50 mg). After standing at ambient temperature for several days, the reaction was directly passed through a small pad of silica and eluted with 10% ethyl acetate in hexanes, then with 50% ethyl acetate in hexanes. Solvent removal left 48.6 mg of the product: MS m/... Reactants: ClC=1C=C(CNC2=NN=C(C3=CC=C(C=C23)C#N)N2CCN(CC2)CCO)C=CC1OC (4-(3-Chloro-4-methoxybenzyl)amino-6-cyano-1-[4-(2-hydroxyethyl)piperazin-1-yl]phthalazine), Cl (hydrochloric acid). Run in CC(=O)C (acetone). Conditions: time 30 minute. The product is Cl.Cl.ClC=1C=C(CNC2=NN=C(C3=CC=C(C=C23)C#N)N2CCN(CC2)CCO)C=CC1OC (4-(3-Chloro-4-methoxybenzyl)amino-6-cyano-1-[4-(2-hydroxyethyl)piperazin-1-yl]phthalazine dihydrochloride). Reaction SMILES: [Cl:1][C:2]1[CH:3]=[C:4]([CH:28]=[CH:29][C:30]=1[O:31][CH3:32])[CH2:5][NH:6][C:7]1[C:16]2[C:11](=[CH:12][CH:13]=[C:14]([C:17]#[N:18])[CH:15]=2)[C:10]([N:19]2[CH2:24][CH2:23][N:22]([CH2:25][CH2:26][OH:27])[CH2:21][CH2:20]2)=[N:9][N:8]=1.[ClH:33]>CC(C)=O>[ClH:1].[ClH:33].[Cl:1][C:2]1[CH:3]=[C:4]([CH:28]=[CH:29][C:30]=1[O:31][CH3:32])[CH2:5][NH:6][C:7]1[C:16]2[C:11](=[CH:12][CH:13]=[C:14]([C:17]#[N:18])[CH:15]=2)[C:10]([N:19]2[CH2:24][CH2:23][N:22]([CH2:25][CH2:26][OH:27])[CH2:21][CH2:20]2)=[N:9][N:8]=1 |f:3.4.5|. Reported procedure: 4-(3-Chloro-4-methoxybenzyl)amino-6-cyano-1-[4-(2-hydroxyethyl)piperazin-1-yl]phthalazine (12.0 g, 26.5 mmol) prepared in a similar manner to that of Example 3 was suspended in 600 ml of acetone, followed by the addition of 60 ml of 1N hydrochloric acid. The obtained mixture was stirred at room temperature for 30 minutes to precipitate crystals, which were recovered by filtration and dried at 90° C. for 6 hours to give 13.06 g of the title compound as a pale-yellow powder. Reactants: C(C(=O)C1=CC=CC=C1)C1C(CC2=CC=CC=C12)=O (1-phenacyl-2-indanone), NC1=CC=C(C(C(=O)O)=C1)O (5-aminosalicylic acid), yellow crystals. Solvent: C(C)(=O)O (acetic acid). Yields the product C(=O)(O)C=1C=C(C=CC1O)N1C2=C(C=C1C1=CC=CC=C1)C=1C=CC=CC1C2 (1-(3-Carboxy-4-hydroxyphenyl)-1,8-dihydro-2-phenylindeno[2,1-b]pyrrole). Reaction SMILES: [CH2:1]([CH:10]1[C:18]2[C:13](=[CH:14][CH:15]=[CH:16][CH:17]=2)[CH2:12][C:11]1=O)[C:2]([C:4]1[CH:9]=[CH:8][CH:7]=[CH:6][CH:5]=1)=O.[NH2:20][C:21]1[CH:29]=[C:25]([C:26]([OH:28])=[O:27])[C:24]([OH:30])=[CH:23][CH:22]=1>C(O)(=O)C>[C:26]([C:25]1[CH:29]=[C:21]([N:20]2[C:2]([C:4]3[CH:9]=[CH:8][CH:7]=[CH:6][CH:5]=3)=[CH:1][C:10]3[C:18]4[CH:17]=[CH:16][CH:15]=[CH:14][C:13]=4[CH2:12][C:11]2=3)[CH:22]=[CH:23][C:24]=1[OH:30])([OH:28])=[O:27]. Procedure: A mixture of 4.0 g. (0.016 mole) of 1-phenacyl-2-indanone, 2.45 g. (0.016 mole) of 5-aminosalicylic acid and 10 ml. of glacial acetic acid was heated under reflux under nitrogen for 2 hours, cooled and filtered. The collected solid was washed with petroleum ether and recrystallized from acetic acid to provide 4.6 g. (78%) of yellow crystals, m.p. 201°-205°.